This data is from the Open Reaction Database (ORD), a public repository of structured organic reaction records. The task is: describe an organic reaction: reactants, conditions, products, and yield Starting materials: C(C)(=O)OC1=C(C=CC=C1)CN(C(C)=O)[C@@H]([C@H](C=C)C1=CC(=CC=C1)Cl)C1=CC=C(C=C1)Cl (2-((N-((1S,2R)-2-(3-chlorophenyl)-1-(4-chlorophenyl)but-3-enyl)acetamido)methyl)phenyl acetate), O.C=1(C(=CC=CC1)S(=O)(=O)O)C (toluenesulfonic acid monohydrate), C(C)(=O)OCC (ethyl acetate). Run in C1(=CC=CC=C1)C (toluene). Product: ClC=1C=C(C=CC1)[C@H]([C@@H](C1=CC=C(C=C1)Cl)NC(C)=O)C=C (N-((1S,2R)-2-(3-chlorophenyl)-1-(4-chlorophenyl)but-3-enyl)acetamide). As a reaction SMILES: C(OC1C=CC=CC=1C[N:12]([C@H:16]([C:27]1[CH:32]=[CH:31][C:30]([Cl:33])=[CH:29][CH:28]=1)[C@@H:17]([C:20]1[CH:25]=[CH:24][CH:23]=[C:22]([Cl:26])[CH:21]=1)[CH:18]=[CH2:19])[C:13](=[O:15])[CH3:14])(=O)C.O.C1(C)C(S(O)(=O)=O)=CC=CC=1.C(OCC)(=O)C>C1(C)C=CC=CC=1>[Cl:26][C:22]1[CH:21]=[C:20]([C@@H:17]([CH:18]=[CH2:19])[C@H:16]([NH:12][C:13](=[O:15])[CH3:14])[C:27]2[CH:32]=[CH:31][C:30]([Cl:33])=[CH:29][CH:28]=2)[CH:25]=[CH:24][CH:23]=1 |f:1.2|. Reported procedure: A solution of 1.05 g (2.18 mmol) of 2-((N-((1S,2R)-2-(3-chlorophenyl)-1-(4-chlorophenyl)but-3-enyl)acetamido)methyl)phenyl acetate (Example 115, Step C) and toluenesulfonic acid monohydrate (1.66 g, 8.71 mmol) in toluene (15.0 mL) was heated to reflux for about 2 h. 120 ml of ethyl acetate was added, and the combined organics were washed consecutively with NaHCO3 solution and sat. NaCl solution, dried over MgSO4, filtered and the filtrate was concentrated. The crude mixture was purified by prepa... Reactants: O (Water), N1(CCCCC1)CCC[O-].[Na+] (Sodium 3-piperidinopropanolate), CC(CCCl)(C)C (3,3-dimethylbutyl chloride), C1COCCOCCOCCOCCO1 (15-crown-5). Reagents/catalysts: [I-].C(CCC)[N+](CCCC)(CCCC)CCCC (tetrabutylammonium iodide). The solvent is CS(=O)C (dimethyl sulfoxide). The product is N1(CCCCC1)CCCOCCC(C)(C)C (3,3-Dimethylbutyl 3-piperidinopropyl ether). RXN SMILES: [N:1]1([CH2:7][CH2:8][CH2:9][O-:10])[CH2:6][CH2:5][CH2:4][CH2:3][CH2:2]1.[Na+].[CH3:12][C:13]([CH3:18])([CH3:17])[CH2:14][CH2:15]Cl.C1OCCOCCOCCOCCOC1.O>[I-].C([N+](CCCC)(CCCC)CCCC)CCC.CS(C)=O>[N:1]1([CH2:7][CH2:8][CH2:9][O:10][CH2:15][CH2:14][C:13]([CH3:18])([CH3:17])[CH3:12])[CH2:6][CH2:5][CH2:4][CH2:3][CH2:2]1 |f:0.1,5.6|. Reported procedure: Sodium 3-piperidinopropanolate (5 mmol), 5 mmol of 3,3-dimethylbutyl chloride, a catalytic amount of tetrabutylammonium iodide, and 0.5 mmol of 15-crown-5 in 10 ml of dry dimethyl sulfoxide were refluxed for 12 hours. Water was added, and it was extracted with diethyl ether. The organic layer was purified by column chromatography on silica gel (eluent: methylene chloride/methanol (90/10), ammonia atmosphere). The solvent was removed under reduced pressure and the residue crystallized with oxalic...